The task is: describe an organic reaction: reactants, conditions, products, and yield. This data is from the Open Reaction Database (ORD), a public repository of structured organic reaction records. The product is NC1=NC(=NS1)C(C(=O)N[C@H]1[C@@H]2N(C(=C(CS2)C[N+]=2N(C=C(C2)NC=O)C)C(=O)[O-])C1=O)=NOCC(=O)O (7β-[2-(5-amino-1,2,4-thiadiazol-3-yl)-2-carboxymethoxyiminoacetamido]-3- (4-formamido-2-methyl-1-pyrazolio)methyl-3-cephem-4-carboxylate). Reactants: C(C)(C)OC(C)C (diisopropyl ether), di(trifluoroacetic acid), N[C@H]1[C@@H]2N(C(=C(CS2)C[N+]=2N(C=C(C2)NC=O)C)C(=O)[O-])C1=O (7β-amino-3-(4-formamido-2-methyl-1-pyrazolio)methyl-3-cephem-4-carboxylate), C[Si](NC(C)=O)(C)C (N-(trimethylsilyl)acetamide), NC1=NC(=NS1)/C(/C(=O)OS(=O)(=O)C)=N/OCC(=O)O (methanesulfonyl (Z)-2-(5-amino-1,2,4-thiadiazol-3-yl)-2-carboxymethoxyiminoacetate). Reaction SMILES: [NH2:1][C@@H:2]1[C:22](=[O:23])[N:4]2[C:5]([C:19]([O-:21])=[O:20])=[C:6]([CH2:9][N+:10]3[N:11]([CH3:18])[CH:12]=[C:13]([NH:15][CH:16]=[O:17])[CH:14]=3)[CH2:7][S:8][C@H:3]12.C[Si](C)(C)NC(=O)C.[NH2:32][C:33]1[S:37][N:36]=[C:35](/[C:38](=[N:46]/[O:47][CH2:48][C:49]([OH:51])=[O:50])/[C:39](OS(C)(=O)=O)=[O:40])[N:34]=1.C(OC(C)C)(C)C>O1CCCC1>[NH2:32][C:33]1[S:37][N:36]=[C:35]([C:38](=[N:46][O:47][CH2:48][C:49]([OH:51])=[O:50])[C:39]([NH:1][C@@H:2]2[C:22](=[O:23])[N:4]3[C:5]([C:19]([O-:21])=[O:20])=[C:6]([CH2:9][N+:10]4[N:11]([CH3:18])[CH:12]=[C:13]([NH:15][CH:16]=[O:17])[CH:14]=4)[CH2:7][S:8][C@H:3]23)=[O:40])[N:34]=1. The yield is 19.8%. The solvent is O1CCCC1 (tetrahydrofuran). Reaction conditions: time 1 hour. Procedure: To a solution of di(trifluoroacetic acid) salt of 7β-amino-3-(4-formamido-2-methyl-1-pyrazolio)methyl-3-cephem-4-carboxylate (4.0 g) and N-(trimethylsilyl)acetamide (9.29 g) in tetrahydrofuran (60 ml) was added methanesulfonyl (Z)-2-(5-amino-1,2,4-thiadiazol-3-yl)-2-carboxymethoxyiminoacetate (2.07 g) under ice-cooling. The mixture was stirred for 1 hour at ambient temperature and then the resulting mixture was added dropwise to diisopropyl ether. Thus produced precipitate was collected by filtr... Solvent: C1CCOC1.CC(=O)O (THF AcOH). Reagents/catalysts: [Zn] (Zn). Procedure: This compound is prepared from compound F9, according to the above-described procedure B. After cleaving the Boc-group the trichloro-tert-butylcarbamate was cleaved using Zn-powder in THF/AcOH 3:1. LC-MS: tR=0.90 min; ES+: 637.24. Reactants: C(C)(C)(C)OC(=O)N1CC2CC(=C(C(C1)N2C(=O)OC(C)(C)C)C(N(CC2=C(C(=CC=C2)Cl)Cl)C2CC2)=O)C2=CC(=NO2)CCCOC2=C(C(=CC=C2F)Cl)F (7-{3-[3-(3-Chloro-2,6-difluorophenoxy)propyl]isoxazol-5-yl}-6-[cyclopropyl-(2,3-dichlorobenzyl)carbamoyl]-3,9-diazabicyclo[3.3.1]non-6-ene-3,9-dicarboxylic acid di-tert-butyl ester), Boc, ClC(C(C)(C)NC([O-])=O)(Cl)Cl (trichloro-tert-butylcarbamate). As a reaction SMILES: C(OC([N:8]1[CH2:15][CH:14]2[N:16](C(OC(C)(C)C)=O)[CH:10]([CH2:11][C:12]([C:39]3[O:43][N:42]=[C:41]([CH2:44][CH2:45][CH2:46][O:47][C:48]4[C:53]([F:54])=[CH:52][CH:51]=[C:50]([Cl:55])[C:49]=4[F:56])[CH:40]=3)=[C:13]2[C:24](=[O:38])[N:25]([CH:35]2[CH2:37][CH2:36]2)[CH2:26][C:27]2[CH:32]=[CH:31][CH:30]=[C:29]([Cl:33])[C:28]=2[Cl:34])[CH2:9]1)=O)(C)(C)C.ClC(Cl)(Cl)C(NC(=O)[O-])(C)C>C1COCC1.CC(O)=O.[Zn]>[CH:35]1([N:25]([CH2:26][C:27]2[CH:32]=[CH:31][CH:30]=[C:29]([Cl:33])[C:28]=2[Cl:34])[C:24]([C:13]2[CH:14]3[NH:16][CH:10]([CH2:11][C:12]=2[C:39]2[O:43][N:42]=[C:41]([CH2:44][CH2:45][CH2:46][O:47][C:48]4[C:53]([F:54])=[CH:52][CH:51]=[C:50]([Cl:55])[C:49]=4[F:56])[CH:40]=2)[CH2:9][NH:8][CH2:15]3)=[O:38])[CH2:37][CH2:36]1 |f:2.3|. The product is C1(CC1)N(C(=O)C=1C2CNCC(CC1C1=CC(=NO1)CCCOC1=C(C(=CC=C1F)Cl)F)N2)CC2=C(C(=CC=C2)Cl)Cl (7-{3-[3-(3-Chloro-2,6-difluorophenoxy)propyl]isoxazol-5-yl}-3,9-diazabicyclo[3.3.1]non-6-ene-6-carboxylic acid cyclopropyl-(2,3-dichlorobenzyl)amide). Starting materials: FC1=C(C#N)C(=CC=C1)F (2,6-difluorobenzonitrile), O (water), [H-].[Na+] (sodium hydride), CC1=CC(=NO1)CO ((5-methylisoxazol-3-yl)methanol). Solvent: CN(C)C=O (DMF), CN(C)C=O (DMF). Run at temperature 0 celsius, time 30 minute. Product: CC1=CC(=NO1)COC1=C(C#N)C=CC=C1 ((5-methylisoxazole-3-ylmethoxy)benzonitrile). Isolated yield 63.0%. RXN SMILES: [H-].[Na+].[CH3:3][C:4]1[O:8][N:7]=[C:6]([CH2:9][OH:10])[CH:5]=1.F[C:12]1[CH:19]=[CH:18][CH:17]=[C:16](F)[C:13]=1[C:14]#[N:15].O>CN(C=O)C>[CH3:3][C:4]1[O:8][N:7]=[C:6]([CH2:9][O:10][C:12]2[CH:19]=[CH:18][CH:17]=[CH:16][C:13]=2[C:14]#[N:15])[CH:5]=1 |f:0.1|. Procedure details: To a mixture of 60% sodium hydride (0.164 g; 4.10 mmol) in DMF (5 mL) at 0° C. was added dropwise (5-methylisoxazol-3-yl)methanol (0.456 g; 4.00 mmol) and stirred at 0° C. for 30 minutes. The mixture was added to a solution of 2,6-difluorobenzonitrile (0.556 g, 4.00 mmol) in DMF (5 mL) at 0° C. and stirred for 18 hours at ambient temperature. The solution was poured into a mixture of ice and water. The solid was collected by filtration and dried in a 40° C. vacuum oven to yield 540 milligrams of... The reactants are [H-].[Na+] (Sodium hydride), CC1=C(CO)C(=CC=C1)C (2,6-dimethylbenzylalcohol), ClC=1C=2N(C=CN1)C(=C(N2)C)C (8-chloro-2,3-dimethylimidazo[1,2-a]pyrazine). Run in C(C)#N (acetonitril). Yield: 50.0%. Product: CC=1N=C2N(C=CN=C2OCC2=C(C=CC=C2C)C)C1C (2,3-dimethyl-8-(2,6-dimethylbenzyloxy)imidazo[1,2-a]pyrazine). Procedure: Sodium hydride (0.15 g, 3 mmol) (50% in oil) was added to a stirred solution of 2,6-dimethylbenzylalcohol in acetonitril (10 ml). 8-chloro-2,3-dimethylimidazo[1,2-a]pyrazine (0.4 g, 3 mmol) was added and the reaction mixture was refluxed for 20 h. The solvent was evaporated under reduced pressure and the residue was solved in methylene chloride and washed with water. The organic layer was evaporated under reduced pressure and the residue was purified by column chromatography on silica gel using ... As a reaction SMILES: [H-].[Na+].[CH3:3][C:4]1[CH:11]=[CH:10][CH:9]=[C:8]([CH3:12])[C:5]=1[CH2:6][OH:7].Cl[C:14]1[C:15]2[N:16]([C:20]([CH3:24])=[C:21]([CH3:23])[N:22]=2)[CH:17]=[CH:18][N:19]=1>C(#N)C>[CH3:23][C:21]1[N:22]=[C:15]2[C:14]([O:7][CH2:6][C:5]3[C:8]([CH3:12])=[CH:9][CH:10]=[CH:11][C:4]=3[CH3:3])=[N:19][CH:18]=[CH:17][N:16]2[C:20]=1[CH3:24] |f:0.1|.